This data is from the Open Reaction Database (ORD), a public repository of structured organic reaction records. The task is: describe an organic reaction: reactants, conditions, products, and yield Starting materials: COc1cnnc(-c2cccc(C(F)(F)F)c2)c1Br, C=C[Sn](CCCC)(CCCC)CCCC, CN(C)C=O. The product is C=Cc1c(OC)cnnc1-c1cccc(C(F)(F)F)c1. Reaction SMILES: [Br:1][c:2]1[c:3](-[c:10]2[cH:11][c:12]([C:16]([F:17])([F:18])[F:19])[cH:13][cH:14][cH:15]2)[n:4][n:5][cH:6][c:7]1[O:8][CH3:9].[CH:20](=[CH2:21])[Sn:22]([CH2:23][CH2:24][CH2:25][CH3:26])([CH2:27][CH2:28][CH2:29][CH3:30])[CH2:31][CH2:32][CH2:33][CH3:34].[O:35]=[CH:36][N:37]([CH3:38])[CH3:39]>>[c:2]1([CH:20]=[CH2:21])[c:3](-[c:10]2[cH:11][c:12]([C:16]([F:17])([F:18])[F:19])[cH:13][cH:14][cH:15]2)[n:4][n:5][cH:6][c:7]1[O:8][CH3:9]. The reactants are C(C)(C)C1=C(C=CC(=C1)C(F)(F)F)C=1OCC(N1)(C)C (2-(2-isopropyl-4-trifluoromethyl-phenyl)-4,4-dimethyl-4,5-dihydro oxazole), IC (iodomethane). The solvent is CC(=O)C (acetone). Conditions: temperature 55 celsius. Yields the product [I-].C(C)(C)C1=C(C=CC(=C1)C(F)(F)F)C=1OCC([N+]1C)(C)C (2-(2-isopropyl-4-trifluoromethyl-phenyl)-3,4,4-trimethyl-4,5-dihydro-oxazol-3-ium iodide). Isolated yield 89.3%. As a reaction SMILES: [CH:1]([C:4]1[CH:9]=[C:8]([C:10]([F:13])([F:12])[F:11])[CH:7]=[CH:6][C:5]=1[C:14]1[O:15][CH2:16][C:17]([CH3:20])([CH3:19])[N:18]=1)([CH3:3])[CH3:2].[I:21][CH3:22]>CC(C)=O>[I-:21].[CH:1]([C:4]1[CH:9]=[C:8]([C:10]([F:12])([F:13])[F:11])[CH:7]=[CH:6][C:5]=1[C:14]1[O:15][CH2:16][C:17]([CH3:20])([CH3:19])[N+:18]=1[CH3:22])([CH3:3])[CH3:2] |f:3.4|. Procedure: To a solution of 2-(2-isopropyl-4-trifluoromethyl-phenyl)-4,4-dimethyl-4,5-dihydro oxazole (step 1) (950 mg, 3.33 mmol) in 8.0 ml acetone was added) iodomethane (2.1 ml, 33.3 mmol). The mixture was heated in a 55° C. oil bath for 48 hours. The solvent was removed in vacuo. The solid was stirred in ether, filtered and dried to provide 1.27 g (89%) of the title compound as light yellow solid. MS (m/e): 300.4 (M). The reactants are ClCCCOC1=C(C=CC=C1)C1N(CCC1)C=1C(N(C=CN1)C=1C=C(C(=O)NC2CC2)C=CC1C)=O (3-[3-{2-[2-(3-Chloropropoxy)phenyl]pyrrolidin-1-yl}-2-oxopyrazin-1(2H)-yl]-N-cyclopropyl-4-methylbenzamide), CN (methylamine). Solvent: O1CCOCC1 (dioxane). Product: C1(CC1)NC(C1=CC(=C(C=C1)C)N1C(C(=NC=C1)N1C(CCC1)C1=C(C=CC=C1)OCCCNC)=O)=O (N-Cyclopropyl-4-methyl-3-[3-(2-{2-[3-(methylamino)propoxy]phenyl}pyrrolidin-1-yl)-2-oxopyrazin-1(2H)-yl]benzamide). RXN SMILES: Cl[CH2:2][CH2:3][CH2:4][O:5][C:6]1[CH:11]=[CH:10][CH:9]=[CH:8][C:7]=1[CH:12]1[CH2:16][CH2:15][CH2:14][N:13]1[C:17]1[C:18](=[O:36])[N:19]([C:23]2[CH:24]=[C:25]([CH:32]=[CH:33][C:34]=2[CH3:35])[C:26]([NH:28][CH:29]2[CH2:31][CH2:30]2)=[O:27])[CH:20]=[CH:21][N:22]=1.[CH3:37][NH2:38]>O1CCOCC1>[CH:29]1([NH:28][C:26](=[O:27])[C:25]2[CH:32]=[CH:33][C:34]([CH3:35])=[C:23]([N:19]3[CH:20]=[CH:21][N:22]=[C:17]([N:13]4[CH2:14][CH2:15][CH2:16][CH:12]4[C:7]4[CH:8]=[CH:9][CH:10]=[CH:11][C:6]=4[O:5][CH2:4][CH2:3][CH2:2][NH:38][CH3:37])[C:18]3=[O:36])[CH:24]=2)[CH2:31][CH2:30]1. Reported procedure: 3-[3-{2-[2-(3-Chloropropoxy)phenyl]pyrrolidin-1-yl}-2-oxopyrazin-1(2H)-yl]-N-cyclopropyl-4-methylbenzamide (Example 324b, 0.23 g) and methylamine (1 mL) were heated in a CEM microwave in dioxane at 110° C. for 15 min. The resulting solution was concentrated in vacuo and purification by preparative HPLC (X-Bridge column using a 95-5% gradient of aqueous 0.2% ammonia in acetonitrile) gave the title compound as a solid (0.028 g). Starting materials: Cl (HCl), O1CCOCC1 (dioxane), FC1=C(C=C(C(=C1)OC1=CC(=NC=C1)C=1C=NN(C1)C)F)NC(=O)C1(CC1)C(=O)NC1=CC=CC=C1 (N-(2,5-Difluoro-4-(2-(1-methyl-1H-pyrazol-4-yl)pyridin-4-yloxy)phenyl)-N′-phenylcyclopropane-1,1-dicarboxamide). Solvent: C(C)#N (acetonitrile). Run at time 8 hour. Product: Cl.FC1=C(C=C(C(=C1)OC1=CC(=NC=C1)C=1C=NN(C1)C)F)NC(=O)C1(CC1)C(=O)NC1=CC=CC=C1 (N-(2,5-difluoro-4-(2-(1-methyl-1H-pyrazol-4-yl)pyridin-4-yloxy)phenyl)-N′-phenylcyclopropane-1,1-dicarboxamide hydrochloride). Yield: 65.0%. RXN SMILES: [F:1][C:2]1[CH:7]=[C:6]([O:8][C:9]2[CH:14]=[CH:13][N:12]=[C:11]([C:15]3[CH:16]=[N:17][N:18]([CH3:20])[CH:19]=3)[CH:10]=2)[C:5]([F:21])=[CH:4][C:3]=1[NH:22][C:23]([C:25]1([C:28]([NH:30][C:31]2[CH:36]=[CH:35][CH:34]=[CH:33][CH:32]=2)=[O:29])[CH2:27][CH2:26]1)=[O:24].[ClH:37].O1CCOCC1>C(#N)C>[ClH:37].[F:1][C:2]1[CH:7]=[C:6]([O:8][C:9]2[CH:14]=[CH:13][N:12]=[C:11]([C:15]3[CH:16]=[N:17][N:18]([CH3:20])[CH:19]=3)[CH:10]=2)[C:5]([F:21])=[CH:4][C:3]=1[NH:22][C:23]([C:25]1([C:28]([NH:30][C:31]2[CH:32]=[CH:33][CH:34]=[CH:35][CH:36]=2)=[O:29])[CH2:27][CH2:26]1)=[O:24] |f:4.5|. Procedure: N-(2,5-Difluoro-4-(2-(1-methyl-1H-pyrazol-4-yl)pyridin-4-yloxy)phenyl)-N′-phenylcyclopropane-1,1-dicarboxamide was dissolved in acetonitrile (5 ml) and 4M HCl in dioxane (0.068 ml, 0.274 mmol) was added slowly with stirring. The mixture was stirred for 1.5 hours at RT as a white solid slowly precipitated from the solution. The salt was collected via suction filtration and washed with diethyl ether. A suspension of the product in a 4:1 mix of acetonitrile and water was lyophilized overnight to ob... The reactants are CN, CCO, O=[N+]([O-])c1ccc(Cl)nc1. Yields the product CNc1ccc([N+](=O)[O-])cn1. RXN SMILES: [CH3:11][NH2:12].[CH3:13][CH2:14][OH:15].[N+:1](=[O:2])([O-:3])[c:4]1[cH:5][n:6][c:7]([Cl:10])[cH:8][cH:9]1>>[N+:1](=[O:2])([O-:3])[c:4]1[cH:5][n:6][c:7]([NH:12][CH3:11])[cH:8][cH:9]1. Starting materials: N1C2=C(CCCC1=O)C=CN=C2 (2,3,4,5-tetrahydro-1H-pyrido[3,4-b]azepin-2-one), [H-].[Al+3].[Li+].[H-].[H-].[H-] (lithium aluminum hydride), [OH-].[NH4+] (ammonium hydroxide), [H-] (hydride). Solvent: O1CCCC1 (tetrahydrofuran). Run at time 30 minute. Yields the product N1C2=C(CCCC1)C=CN=C2 (2,3,4,5-tetrahydro-1H-pyrido[3,4-b]azepine). Yield: 86.2%. Reaction SMILES: [NH:1]1[C:7](=O)[CH2:6][CH2:5][CH2:4][C:3]2[CH:9]=[CH:10][N:11]=[CH:12][C:2]1=2.[H-].[Al+3].[Li+].[H-].[H-].[H-].[H-].[OH-].[NH4+]>O1CCCC1>[NH:1]1[CH2:7][CH2:6][CH2:5][CH2:4][C:3]2[CH:9]=[CH:10][N:11]=[CH:12][C:2]1=2 |f:1.2.3.4.5.6,8.9|. Procedure details: A solution of 2,3,4,5-tetrahydro-1H-pyrido[3,4-b]azepin-2-one (470 mg) in tetrahydrofuran (20 ml) was treated with lithium aluminum hydride (990 mg) and stirred at room temperature for 30 minutes. The excess hydride was decomposed with 28% ammonium hydroxide at 0° C. The resulting mixture was filtered through a bed of Celite and the Celite was washed with tetrahydrofuran, and the filtrate was concentrated. The residual aqueous layer was extracted with chloroform, dried over sodium sulfate, conce... The reactants are C1=C(C=CC2=CC=CC=C12)S(=O)(=O)NC1C2CN(CC12)C1=NC=C(C=N1)C(=O)OCC (ethyl 2-[6-(naphthalene-2-sulfonylamino)-3-aza-bicyclo[3.1.0]hex-3-yl]-pyrimidine-5-carboxylate), C1(=CC=CC=C1)P(C1=CC=CC=C1)C1=CC=CC=C1 (triphenylphosphine), OCCN1C(=NC=C1)C (1-(2-hydroxyethyl)-2-methylimidazole), CC(C)OC(=O)/N=N/C(=O)OC(C)C (Diisopropylazodicarboxylate). Solvent: C(Cl)Cl (DCM). Run at time 8 hour. The product is CC=1N(C=CN1)CCN(C1C2CN(CC12)C1=NC=C(C=N1)C(=O)OCC)S(=O)(=O)C1=CC2=CC=CC=C2C=C1 (Ethyl 2-{6-[[2-(2-methylimidazol-1-yl)ethyl](naphthalene-2-sulfonyl)amino]-3-aza-bicyclo[3.1.0]hex-3-yl}pyrimidine-5-carboxylate). Isolated yield 94.2%. RXN SMILES: [CH:1]1[C:10]2[C:5](=[CH:6][CH:7]=[CH:8][CH:9]=2)[CH:4]=[CH:3][C:2]=1[S:11]([NH:14][CH:15]1[CH:20]2[CH:16]1[CH2:17][N:18]([C:21]1[N:26]=[CH:25][C:24]([C:27]([O:29][CH2:30][CH3:31])=[O:28])=[CH:23][N:22]=1)[CH2:19]2)(=[O:13])=[O:12].C1(P(C2C=CC=CC=2)C2C=CC=CC=2)C=CC=CC=1.O[CH2:52][CH2:53][N:54]1[CH:58]=[CH:57][N:56]=[C:55]1[CH3:59].CC(OC(/N=N/C(OC(C)C)=O)=O)C>C(Cl)Cl>[CH3:59][C:55]1[N:54]([CH2:53][CH2:52][N:14]([S:11]([C:2]2[CH:3]=[CH:4][C:5]3[C:10](=[CH:9][CH:8]=[CH:7][CH:6]=3)[CH:1]=2)(=[O:13])=[O:12])[CH:15]2[CH:16]3[CH:20]2[CH2:19][N:18]([C:21]2[N:26]=[CH:25][C:24]([C:27]([O:29][CH2:30][CH3:31])=[O:28])=[CH:23][N:22]=2)[CH2:17]3)[CH:58]=[CH:57][N:56]=1. Procedure: To a solution of ethyl 2-[6-(naphthalene-2-sulfonylamino)-3-aza-bicyclo[3.1.0]hex-3-yl]-pyrimidine-5-carboxylate (0.182 g, 0.47 mmol) in DCM (10 ml) was added triphenylphosphine (0.26 g, 1 mmol) and 1-(2-hydroxyethyl)-2-methylimidazole (0.084 mg, 0.75 mmol). Diisopropylazodicarboxylate (0.167 ml, 0.85 mmol) was then added and the solution stirred overnight. The mixture was loaded directly onto a silica gel column and purified eluting with 2% MeOH/DCM to give the title compound (0.242 g, 90%). 1H... The reactants are NC[C@H]1N(CCC[C@H]1C)C(=O)C1=NC(=CC=C1N1N=CC=N1)C (((2S,3R)-2-(aminomethyl)-3-methylpiperidin-1-yl)(6-methyl-3-(2H-1,2,3-triazol-2-yl)pyridin-2-yl)methanone), BrC1=NC=C(C=C1F)Cl (2-bromo-3-fluoro-5-chloropyridine). Product: ClC=1C=C(C(=NC1)NC[C@H]1N(CCC[C@H]1C)C(=O)C1=NC(=CC=C1N1N=CC=N1)C)F (((2S,3R)-2-(((5-Chloro-3-fluoropyridin-2-yl)amino)methyl)-3-methylpiperidin-1-yl)(6-methyl-3-(2H-1,2,3-triazol-2-yl)pyridin-2-yl)methanone). RXN SMILES: [NH2:1][CH2:2][C@@H:3]1[C@H:8]([CH3:9])[CH2:7][CH2:6][CH2:5][N:4]1[C:10]([C:12]1[C:17]([N:18]2[N:22]=[CH:21][CH:20]=[N:19]2)=[CH:16][CH:15]=[C:14]([CH3:23])[N:13]=1)=[O:11].Br[C:25]1[C:30]([F:31])=[CH:29][C:28]([Cl:32])=[CH:27][N:26]=1>>[Cl:32][C:28]1[CH:29]=[C:30]([F:31])[C:25]([NH:1][CH2:2][C@@H:3]2[C@H:8]([CH3:9])[CH2:7][CH2:6][CH2:5][N:4]2[C:10]([C:12]2[C:17]([N:18]3[N:22]=[CH:21][CH:20]=[N:19]3)=[CH:16][CH:15]=[C:14]([CH3:23])[N:13]=2)=[O:11])=[N:26][CH:27]=1. Reported procedure: The title compound was prepared following the same general protocol as described for Example A44 using ((2S,3R)-2-(aminomethyl)-3-methylpiperidin-1-yl)(6-methyl-3-(2H-1,2,3-triazol-2-yl)pyridin-2-yl)methanone and 2-bromo-3-fluoro-5-chloropyridine. ESI-MS (m/z): 444 [M+1]+.